Dataset: the Open Reaction Database (ORD), a public repository of structured organic reaction records. Task: describe an organic reaction: reactants, conditions, products, and yield Reactants: C(C1=CC=CC=C1)(C1=CC=CC=C1)(C1=CC=CC=C1)N1N=C(C=2C=NC(=CC21)NC(OC)=O)NC(OCC2=CC=CC=C2)=O (benzyl methyl (1-trityl-1H-pyrazolo[4,3-c]pyridine-3,6-diyl)dicarbamate). The reagents and catalysts are [Pd] (palladium on carbon). Run in C(C)(=O)OCC (ethyl acetate), CO (methanol). Reaction conditions: time 16 hour. Product: NC1=CC2=C(C=N1)C(=NN2C(C2=CC=CC=C2)(C2=CC=CC=C2)C2=CC=CC=C2)NC(OC)=O (methyl (6-amino-1-trityl-1H-pyrazolo[4,3-c]pyridin-3-yl)carbamate). Isolated yield 97.7%. RXN SMILES: [C:1]([N:20]1[C:28]2[CH:27]=[C:26]([NH:29]C(=O)OC)[N:25]=[CH:24][C:23]=2[C:22]([NH:34][C:35](=[O:44])[O:36][CH2:37]C2C=CC=CC=2)=[N:21]1)([C:14]1[CH:19]=[CH:18][CH:17]=[CH:16][CH:15]=1)([C:8]1[CH:13]=[CH:12][CH:11]=[CH:10][CH:9]=1)[C:2]1[CH:7]=[CH:6][CH:5]=[CH:4][CH:3]=1>C(OCC)(=O)C.CO.[Pd]>[NH2:29][C:26]1[N:25]=[CH:24][C:23]2[C:22]([NH:34][C:35](=[O:44])[O:36][CH3:37])=[N:21][N:20]([C:1]([C:8]3[CH:9]=[CH:10][CH:11]=[CH:12][CH:13]=3)([C:14]3[CH:19]=[CH:18][CH:17]=[CH:16][CH:15]=3)[C:2]3[CH:3]=[CH:4][CH:5]=[CH:6][CH:7]=3)[C:28]=2[CH:27]=1. Procedure details: To a 50 mL round bottom flask charged with benzyl methyl (1-trityl-1H-pyrazolo[4,3-c]pyridine-3,6-diyl)dicarbamate (126 mg, 0.216 mmol) in ethyl acetate (4 ml) and methanol (4 ml) was added palladium on carbon (45.9 mg, 0.043 mmol). The flask was evacuated and back-filled with hydrogen gas using an attached balloon. This procedure was attempted a further two times. The reaction mixture was stirred under a hydrogen atmosphere at room temperature for 16 h. The palladium was filtered off by passing...